Dataset: the Open Reaction Database (ORD), a public repository of structured organic reaction records. Task: describe an organic reaction: reactants, conditions, products, and yield Reactants: CN(C)C=O, N#Cc1cc([N+](=O)[O-])ccc1Cl, [H-], [Na+], O, OCC(F)(F)F. The product is N#Cc1cc([N+](=O)[O-])ccc1OCC(F)(F)F. As a reaction SMILES: [CH3:1][N:2]([CH3:3])[CH:4]=[O:5].[Cl:6][c:7]1[c:8]([C:9]#[N:10])[cH:11][c:12]([N+:15](=[O:16])[O-:17])[cH:13][cH:14]1.[H-:24].[Na+:25].[OH2:26].[OH:18][CH2:19][C:20]([F:21])([F:22])[F:23]>>[c:7]1([O:18][CH2:19][C:20]([F:21])([F:22])[F:23])[c:8]([C:9]#[N:10])[cH:11][c:12]([N+:15](=[O:16])[O-:17])[cH:13][cH:14]1. The reactants are CCOC(C)c1ccc(C(=O)Cl)cc1, Cc1ccccc1, N#Cc1c(F)cc(O)cc1F, O, c1ccncc1. Yields the product CCOC(C)c1ccc(C(=O)Oc2cc(F)c(C#N)c(F)c2)cc1. Reaction SMILES: [CH2:25]([CH3:26])[O:27][CH:28]([CH3:29])[c:30]1[cH:31][cH:32][c:33]([C:34](=[O:35])[Cl:36])[cH:37][cH:38]1.[CH3:18][c:19]1[cH:20][cH:21][cH:22][cH:23][cH:24]1.[F:1][c:2]1[c:3]([C:4]#[N:5])[c:6]([F:11])[cH:7][c:8]([OH:10])[cH:9]1.[OH2:39].[cH:12]1[cH:13][cH:14][n:15][cH:16][cH:17]1>>[F:1][c:2]1[c:3]([C:4]#[N:5])[c:6]([F:11])[cH:7][c:8]([O:10][C:34]([c:33]2[cH:32][cH:31][c:30]([CH:28]([O:27][CH2:25][CH3:26])[CH3:29])[cH:38][cH:37]2)=[O:35])[cH:9]1. Reactants: [BH4-], CO, CCOC(=O)C1CC1C=O, [Cl-], [NH4+], [Na+], O. Product: CCOC(=O)C1CC1CO. As a reaction SMILES: [BH4-:11].[CH3:16][OH:17].[CH:1](=[O:2])[CH:3]1[CH:4]([C:6](=[O:7])[O:8][CH2:9][CH3:10])[CH2:5]1.[Cl-:13].[NH4+:14].[Na+:12].[OH2:15]>>[CH2:1]([OH:2])[CH:3]1[CH:4]([C:6](=[O:7])[O:8][CH2:9][CH3:10])[CH2:5]1. Starting materials: CCO[Si](CCC(N)=S)(OCC)OCC, S=[Co](=S)=S, [H][H]. Yields the product CCO[Si](CCCS)(OCC)OCC. Reaction SMILES: [CH2:1]([CH3:2])[O:3][Si:4]([CH2:5][CH2:6][C:7](=[S:8])[NH2:9])([O:10][CH2:11][CH3:12])[O:13][CH2:14][CH3:15].[Co:18](=[S:19])(=[S:20])=[S:21].[H:16][H:17]>>[CH2:1]([CH3:2])[O:3][Si:4]([CH2:5][CH2:6][CH2:7][SH:8])([O:10][CH2:11][CH3:12])[O:13][CH2:14][CH3:15]. Conditions: time 30 minute. The reactants are FC1=C(C=CC(=C1F)C(F)(F)F)C=1SC(=C(N1)C)CO ([2-(2,3-difluoro-4-trifluoromethyl-phenyl)-4-methyl-thiazol-5-yl]-methanol), S(=O)(Cl)Cl (thionyl chloride), C([O-])(O)=O.[Na+] (sodium bicarbonate), Cl.O (HCl water). Product: ClCC1=C(N=C(S1)C1=C(C(=C(C=C1)C(F)(F)F)F)F)C (5-Chloromethyl-2-(2,3-difluoro-4-trifluoromethyl-phenyl)-4-methyl-thiazole). Solvent: C(Cl)(Cl)Cl (chloroform). Reaction SMILES: [F:1][C:2]1[C:7]([F:8])=[C:6]([C:9]([F:12])([F:11])[F:10])[CH:5]=[CH:4][C:3]=1[C:13]1[S:14][C:15]([CH2:19]O)=[C:16]([CH3:18])[N:17]=1.S(Cl)([Cl:23])=O.C(=O)(O)[O-].[Na+].Cl.O>C(Cl)(Cl)Cl>[Cl:23][CH2:19][C:15]1[S:14][C:13]([C:3]2[CH:4]=[CH:5][C:6]([C:9]([F:12])([F:11])[F:10])=[C:7]([F:8])[C:2]=2[F:1])=[N:17][C:16]=1[CH3:18] |f:2.3,4.5|. Isolated yield 89.3%. Reported procedure: To a solution of [2-(2,3-difluoro-4-trifluoromethyl-phenyl)-4-methyl-thiazol-5-yl]-methanol (45 mg, 150 μmol) in chloroform (3 ml) was added thionyl chloride (20 μl, 290 μmol) at −10° C. under an argon atmosphere. The reaction mixture was stirred for 30 min, saturated aqueous sodium bicarbonate solution/ice water 1/1 was added and the layers were separated. The aqueous layer was extracted two times with dichloromethane. The combined organic layers were washed with ice water/brine 1/1 and dried o... Reactants: C(CC(O)(C(=O)O)CC(=O)O)(=O)O (citric acid), C(C)O (ethanol), [H][H] (hydrogen). The reagents and catalysts are catalyst A. Solvent: C(CCC)O (n-butanol), C(CCC)O (n-butanol). The product is OCCC1COCC1 (3-(2'-hydroxyethyl)tetrahydrofuran), OCC1CCOCC1 (4-hydroxymethyltetrahydropyran). Isolated yield 1.5%. Reaction SMILES: [C:1]([OH:13])(=O)[CH2:2][C:3]([CH2:8][C:9]([OH:11])=O)([C:5]([OH:7])=O)O.[H][H].C(O)C>C(O)CCC>[OH:11][CH2:9][CH2:8][CH:3]1[CH2:2][CH2:1][O:13][CH2:5]1.[OH:7][CH2:5][CH:3]1[CH2:2][CH2:1][O:13][CH2:9][CH2:8]1. Procedure details: 400 g of citric acid were dissolved in 1000 ml of n-butanol and hydrogenated at 250° C. and 200 bar together with 60 g of catalyst A (4-mm pellets) until the take-up of hydrogen had ceased. The reaction product was freed from n-butanol and ethanol and distilled under reduced pressure, giving 99 g (52%) of 3-(2'-hydroxyethyl)tetrahydrofuran and 2.9 g (1.5%) of 4-hydroxymethyltetrahydropyran.